Dataset: the Open Reaction Database (ORD), a public repository of structured organic reaction records. Task: describe an organic reaction: reactants, conditions, products, and yield The reactants are CN1CCN(CC1)C1=CC=C(C=N1)/C=C/C1=NN(C2=CC(=CC=C12)C=C1C(NC2=CC=CC=C12)=O)COCC[Si](C)(C)C (((3-((E)-2-(6-(4-methylpiperazin-1-yl)-pyridin-3-yl)vinyl)-1-((2-(trimethylsilyl)ethoxy)methyl)-1H-indazol-6-yl)methyl-ene)indolin-2-one), B(F)(F)F.CCOCC (BF3.OEt2), C(Cl)Cl (DCM). Reaction conditions: time 4 hour. Yields the product Cl.Cl.COC=1C=C2C(C(NC2=CC1)=O)=CC1=CC=C2C(=NNC2=C1)\C=C\C=1C=NC(=CC1)N1CCN(CC1)C (5-methoxy-3-((3-((E)-2-(6-(4-methylpiperazin-1-yl)pyridin-3-yl)vinyl)-1H-indazol-6-yl)methylene)indolin-2-one dihydrochloride). As a reaction SMILES: [CH3:1][N:2]1[CH2:7][CH2:6][N:5]([C:8]2[N:13]=[CH:12][C:11](/[CH:14]=[CH:15]/[C:16]3[C:24]4[C:19](=[CH:20][C:21]([CH:25]=[C:26]5[C:34]6[C:29](=[CH:30][CH:31]=CC=6)[NH:28][C:27]5=[O:35])=[CH:22][CH:23]=4)[N:18](COCC[Si](C)(C)C)[N:17]=3)=[CH:10][CH:9]=2)[CH2:4][CH2:3]1.B(F)(F)F.C[CH2:49][O:50][CH2:51][CH3:52].C(Cl)[Cl:54]>>[ClH:54].[ClH:54].[CH3:49][O:50][C:51]1[CH:52]=[C:34]2[C:29](=[CH:30][CH:31]=1)[NH:28][C:27](=[O:35])[C:26]2=[CH:25][C:21]1[CH:20]=[C:19]2[C:24]([C:16](/[CH:15]=[CH:14]/[C:11]3[CH:12]=[N:13][C:8]([N:5]4[CH2:4][CH2:3][N:2]([CH3:1])[CH2:7][CH2:6]4)=[CH:9][CH:10]=3)=[N:17][NH:18]2)=[CH:23][CH:22]=1 |f:1.2,4.5.6|. Procedure details: To a DCM (50 mL) solution of 5-methoxy-3-(E & Z)-((3-((E)-2-(6-(4-methylpiperazin-1-yl)-pyridin-3-yl)vinyl)-1-((2-(trimethylsilyl)ethoxy)methyl)-1H-indazol-6-yl)methyl-ene)indolin-2-one (0.85 g, 1.36 mmol) was added BF3.OEt2 (1.7 mL, 13.6 mmol) at 0° C. The cooling bath was removed and the reaction mixture was stirred for 4 h. After removal of the solvent under reduced pressure, the residue was heated in EtOH (40 mL) and 2 M aq HCl (20 mL) at 60° C. overnight. The reaction was then stored at 5° ... Reactants: COc1ccc(C(C)(C=C(Br)Br)CCCc2cccc(Oc3ccccc3)n2)cc1, C[Si](C)(C)Cl, CC#N, [I-], [Na+], O. Product: CC(C=C(Br)Br)(CCCc1cccc(Oc2ccccc2)n1)c1ccc(O)cc1. RXN SMILES: [Br:1][C:2](=[CH:3][C:4]([CH2:5][CH2:6][CH2:7][c:8]1[n:9][c:10]([O:14][c:15]2[cH:16][cH:17][cH:18][cH:19][cH:20]2)[cH:11][cH:12][cH:13]1)([CH3:21])[c:22]1[cH:23][cH:24][c:25]([O:28][CH3:29])[cH:26][cH:27]1)[Br:30].[CH3:33][Si:34]([Cl:35])([CH3:36])[CH3:37].[CH3:39][C:40]#[N:41].[I-:32].[Na+:31].[OH2:38]>>[Br:1][C:2](=[CH:3][C:4]([CH2:5][CH2:6][CH2:7][c:8]1[n:9][c:10]([O:14][c:15]2[cH:16][cH:17][cH:18][cH:19][cH:20]2)[cH:11][cH:12][cH:13]1)([CH3:21])[c:22]1[cH:23][cH:24][c:25]([OH:28])[cH:26][cH:27]1)[Br:30]. The reactants are O=C(O)CC(Cc1c[nH]c2ccccc12)(C(=O)O)C(=O)O, Cl, [Cu], [Na+], [Na+], O=S(=O)([O-])[O-], c1ccc2ncccc2c1. Yields the product O=C(O)CC(Cc1c[nH]c2ccccc12)C(=O)O. RXN SMILES: [C:1](=[O:2])([OH:3])[C:4]([CH2:5][C:6](=[O:7])[OH:8])([CH2:9][c:10]1[cH:11][nH:12][c:13]2[cH:14][cH:15][cH:16][cH:17][c:18]12)[C:19]([OH:20])=[O:21].[ClH:22].[Cu:40].[Na+:23].[Na+:24].[O-:25][S:26](=[O:27])(=[O:28])[O-:29].[cH:30]1[cH:31][c:32]2[c:33]([n:34][cH:35][cH:36][cH:37]2)[cH:38][cH:39]1>>[C:1](=[O:2])([OH:3])[CH:4]([CH2:5][C:6](=[O:7])[OH:8])[CH2:9][c:10]1[cH:11][nH:12][c:13]2[cH:14][cH:15][cH:16][cH:17][c:18]12. The reactants are S(O)(O)(=O)=O (sulfuric acid), O (water), C(C)OC(CC(C(O)(C1=CC=C(C=C1)OCCN1CCOCC1)C1=CC=CC=C1)C1=CC=CC=C1)OCC (4,4-diethoxy-1,2-diphenyl-1-[4-(2-morpholinoethoxy)phenyl]butan-1-ol), [OH-].[Na+] (sodium hydroxide). Solvent: O1CCCC1 (tetrahydrofuran). Reaction conditions: time 3 hour. Product: OC1CC(C(O1)(C1=CC=C(C=C1)OCCN1CCOCC1)C1=CC=CC=C1)C1=CC=CC=C1 (5-hydroxy-2,3-diphenyl-2[4-(2-morpholinoethoxy)phenyl]tetrahydrofuran). As a reaction SMILES: C(O[CH:4]([O:36]CC)[CH2:5][CH:6]([C:30]1[CH:35]=[CH:34][CH:33]=[CH:32][CH:31]=1)[C:7]([C:24]1[CH:29]=[CH:28][CH:27]=[CH:26][CH:25]=1)([C:9]1[CH:14]=[CH:13][C:12]([O:15][CH2:16][CH2:17][N:18]2[CH2:23][CH2:22][O:21][CH2:20][CH2:19]2)=[CH:11][CH:10]=1)[OH:8])C.S(=O)(=O)(O)O.O.[OH-].[Na+]>O1CCCC1>[OH:36][CH:4]1[O:8][C:7]([C:24]2[CH:29]=[CH:28][CH:27]=[CH:26][CH:25]=2)([C:9]2[CH:10]=[CH:11][C:12]([O:15][CH2:16][CH2:17][N:18]3[CH2:19][CH2:20][O:21][CH2:22][CH2:23]3)=[CH:13][CH:14]=2)[CH:6]([C:30]2[CH:31]=[CH:32][CH:33]=[CH:34][CH:35]=2)[CH2:5]1 |f:3.4|. Procedure details: The evaporation residue obtained in step (a) is dissolved in a mixture containing 19.5 g of concentrated sulfuric acid, 150 ml of water and 400 ml of tetrahydrofuran. The mixture is stirred for 3 h at room temperature. The solution is neutralized with 2 M sodium hydroxide solution and the solvent is evaporated. The product is extracted in toluene containing ethyl acetate. The solution is dried over sodium sulfate. The solvent is evaporated, and the residue is recrystallized from toluene. The yie... Starting materials: C(C)[C@]12C(CC[C@H]2[C@H]2[C@H](CC1)C=1CC=C(CC1C(C2)C)OC)=O (13-ethyl-3-methoxy-6-methylgona-2,5(10)-dien-17-one), C#C (acetylene), ice water, [C-]#[C-].[Li+].[Li+].C(CN)N (lithium acetylide ethylenediamine). Solvent: CC(=O)N(C)C (dimethylacetamide). Product: C(C)[C@]12[C@](CC[C@H]2[C@H]2[C@H](CC1)C=1CC=C(CC1C(C2)C)OC)(O)C#C (13-ethyl-3-methoxy-17α-ethynyl-17β-hydroxy-6-methylgona-2,5(10)-diene). The yield is 89.8%. Reaction SMILES: [CH2:1]([C@:3]12[CH2:11][CH2:10][C@@H:9]3[C:12]4[CH2:13][CH:14]=[C:15]([O:21][CH3:22])[CH2:16][C:17]=4[CH:18]([CH3:20])[CH2:19][C@H:8]3[C@@H:7]1[CH2:6][CH2:5][C:4]2=[O:23])[CH3:2].C#C.[C-]#[C-].[Li+].[Li+].[CH2:30](N)[CH2:31]N>CC(N(C)C)=O>[CH2:1]([C@:3]12[CH2:11][CH2:10][C@@H:9]3[C:12]4[CH2:13][CH:14]=[C:15]([O:21][CH3:22])[CH2:16][C:17]=4[CH:18]([CH3:20])[CH2:19][C@H:8]3[C@@H:7]1[CH2:6][CH2:5][C@:4]2([C:30]#[CH:31])[OH:23])[CH3:2] |f:2.3.4.5|. Procedure details: Stir dl-13-ethyl-3-methoxy-6-methylgona-2,5(10)-dien-17-one (3.6 g) in dimethylacetamide (35 cc) in a stream of acetylene for one-half hour. Add lithium acetylide-ethylenediamine (2.7 g) and stir for four hours. Pour into ice water, extract with ether and isolate the dl-13-ethyl-3-methoxy-17α-ethynyl-17β-hydroxy-6-methylgona-2,5(10)-diene as a gum (3.5 g), λ max. NaCl 2.90 μ, 3.05 μ, 5.90 μ, 6.03 μ. Starting materials: N1CCC(CC1)C1=NNC=2C1=C1C(=NC2)NC=C1 (1-(piperidin-4-yl)-3,6-dihydropyrazolo[4,3-d]pyrrolo[2,3-b]pyridine), C1(CC1)S(=O)(=O)Cl (cyclopropanesulfonyl chloride), CO (MeOH). The solvent is N1=CC=CC=C1 (pyridine). Run at temperature 25 celsius, time 1 hour. The product is C1(CC1)S(=O)(=O)N1CCC(CC1)C1=NNC=2C1=C1C(=NC2)NC=C1 (1-(1-(cyclopropylsulfonyl)piperidin-4-yl)-3,6-dihydropyrazolo[4,3-d]pyrrolo[2,3-b]pyridine). Isolated yield 12.2%. Reaction SMILES: [NH:1]1[CH2:6][CH2:5][CH:4]([C:7]2[C:11]3=[C:12]4[CH:18]=[CH:17][NH:16][C:13]4=[N:14][CH:15]=[C:10]3[NH:9][N:8]=2)[CH2:3][CH2:2]1.[CH:19]1([S:22](Cl)(=[O:24])=[O:23])[CH2:21][CH2:20]1.CO>N1C=CC=CC=1>[CH:19]1([S:22]([N:1]2[CH2:6][CH2:5][CH:4]([C:7]3[C:11]4=[C:12]5[CH:18]=[CH:17][NH:16][C:13]5=[N:14][CH:15]=[C:10]4[NH:9][N:8]=3)[CH2:3][CH2:2]2)(=[O:24])=[O:23])[CH2:21][CH2:20]1. Procedure: To a solution of 1-(piperidin-4-yl)-3,6-dihydropyrazolo[4,3-d]pyrrolo[2,3-b]pyridine (0.023 g, 0.095 mmol) in pyridine (0.5 mL) was added cyclopropanesulfonyl chloride (0.015 g, 0.105 mmol). The reaction was stirred at about 25° C. for about 1 h. MeOH (0.5 mL) was added to quench the reaction and the crude reaction mixture was purified by RP-HPLC (Table 2, Method p) to afford 1-(1-(cyclopropylsulfonyl)piperidin-4-yl)-3,6-dihydropyrazolo[4,3-d]pyrrolo[2,3-b]pyridine as a solid (0.004 g, 6.5%): LC... Reactants: C(C)OC(C(C(C(OCC)OCC)C1=CC(=C(C=C1)OC)OC)C(=O)OCC)=O (3-(3,4-dimethoxyphenyl)-4,4-diethoxy-2-ethoxycarbonyl butyric acid ethyl ester), Example 1 ( 3 ), C(C)OC(C(C(C(OCC)OCC)C1=CC(=C(C=C1)OC)OCCC1=CC=CC=C1)C(=O)OCC)=O (4,4-diethoxy-2-ethoxycarbonyl-3-(4-methoxy-3-phenethyloxyphenyl)butyric acid ethyl ester). Reported procedure: Using the same procedure as in Example 1 (3), 4,4-diethoxy-2-ethoxycarbonyl-3-(4-methoxy-3-phenethyloxyphenyl)butyric acid ethyl ester, instead of 3-(3,4-dimethoxyphenyl)-4,4-diethoxy-2-ethoxycarbonyl butyric acid ethyl ester, was used to obtain a light yellow solid of above-described compound (51.4%) via 4,4-diethoxy-3-(4-methoxy-3-phenethyloxyphenyl)butyric acid (yield 51.4%). RXN SMILES: C([O:3][C:4](=[O:36])[CH:5](C(OCC)=O)[CH:6]([C:14]1[CH:19]=[CH:18][C:17]([O:20][CH3:21])=[C:16]([O:22][CH2:23][CH2:24][C:25]2[CH:30]=[CH:29][CH:28]=[CH:27][CH:26]=2)[CH:15]=1)[CH:7]([O:11][CH2:12][CH3:13])[O:8][CH2:9][CH3:10])C.C(OC(=O)C(C(OCC)=O)C(C1C=CC(OC)=C(OC)C=1)C(OCC)OCC)C>>[CH2:9]([O:8][CH:7]([O:11][CH2:12][CH3:13])[CH:6]([C:14]1[CH:19]=[CH:18][C:17]([O:20][CH3:21])=[C:16]([O:22][CH2:23][CH2:24][C:25]2[CH:30]=[CH:29][CH:28]=[CH:27][CH:26]=2)[CH:15]=1)[CH2:5][C:4]([OH:36])=[O:3])[CH3:10]. Yield: 51.4%. Product: compound, C(C)OC(C(CC(=O)O)C1=CC(=C(C=C1)OC)OCCC1=CC=CC=C1)OCC (4,4-diethoxy-3-(4-methoxy-3-phenethyloxyphenyl)butyric acid).